From a dataset of the Open Reaction Database (ORD), a public repository of structured organic reaction records. describe an organic reaction: reactants, conditions, products, and yield Reactants: CN1N=CC2=CC(=CC=C12)CN ((1-methyl-1H-indazol-5-yl)methanamine), BrC1=CC(=C(C=C1)S(=O)(=O)Cl)CC (4-bromo-2-ethylbenzene-1-sulfonyl chloride). Product: BrC1=CC(=C(C=C1)S(=O)(=O)NCC=1C=C2C=NN(C2=CC1)C)CC (4-Bromo-2-ethyl-N-((1-methyl-1H-indazol-5-yl)methyl)benzenesulfonamide). Reaction SMILES: [CH3:1][N:2]1[C:10]2[C:5](=[CH:6][C:7]([CH2:11][NH2:12])=[CH:8][CH:9]=2)[CH:4]=[N:3]1.[Br:13][C:14]1[CH:19]=[CH:18][C:17]([S:20](Cl)(=[O:22])=[O:21])=[C:16]([CH2:24][CH3:25])[CH:15]=1>>[Br:13][C:14]1[CH:19]=[CH:18][C:17]([S:20]([NH:12][CH2:11][C:7]2[CH:6]=[C:5]3[C:10](=[CH:9][CH:8]=2)[N:2]([CH3:1])[N:3]=[CH:4]3)(=[O:22])=[O:21])=[C:16]([CH2:24][CH3:25])[CH:15]=1. Procedure: The titled compound was prepared according to the procedure described in step-1 of Example 1 from (1-methyl-1H-indazol-5-yl)methanamine and 4-bromo-2-ethylbenzene-1-sulfonyl chloride. Reactants: ClCCCOC1=CC=C(C(=O)N)C=C1 (4-(3-chloropropoxy)benzamide), BrC(C(C)=O)C (3-bromobutan-2-one). Solvent: C(CC)#N (propionitrile). Yields the product ClCCCOC1=CC=C(C=C1)C=1OC(=C(N1)C)C (2-[4-(3-chloropropoxy)phenyl]-4,5-dimethyl-oxazole). Isolated yield 10.0%. As a reaction SMILES: [Cl:1][CH2:2][CH2:3][CH2:4][O:5][C:6]1[CH:14]=[CH:13][C:9]([C:10]([NH2:12])=[O:11])=[CH:8][CH:7]=1.Br[CH:16]([CH3:20])[C:17](=O)[CH3:18]>C(#N)CC>[Cl:1][CH2:2][CH2:3][CH2:4][O:5][C:6]1[CH:14]=[CH:13][C:9]([C:10]2[O:11][C:16]([CH3:20])=[C:17]([CH3:18])[N:12]=2)=[CH:8][CH:7]=1. Procedure: A suspension of 4-(3-chloropropoxy)benzamide ax54 (1.2 g, 5.62 mmol) and 3-bromobutan-2-one (1.02 g, 6.74 mmol) is heated in propionitrile (50 ml) at reflux for 10 days. The mixture is then concentrated and the resulting black mixture is filtered through a pad of silicagel, eluting first with dichloromethane (100 ml) and then with a 96:4 mixture of dichloromethane and dimethoxymethane to afford two fractions. The second fraction is concentrated, and the resulting yellow solid (0.67 g) is further... Reactants: CN1CC(C(=O)OCC)CCC1 ((±)-Ethyl N-methylnipecotate). Solvent: Cl (hydrochloric acid). Reaction conditions: time 16 hour. The product is hydrochloride salt, CN1CC(C(=O)O)CCC1 ((±)-N-methylnipecotic acid). Isolated yield 93.5%. As a reaction SMILES: [CH3:1][N:2]1[CH2:12][CH2:11][CH2:10][CH:4]([C:5]([O:7]CC)=[O:6])[CH2:3]1>Cl>[CH3:1][N:2]1[CH2:12][CH2:11][CH2:10][CH:4]([C:5]([OH:7])=[O:6])[CH2:3]1. Procedure: (±)-Ethyl N-methylnipecotate (5.0 g) was dissolved in 5M hydrochloric acid (100 ml) and stirred at room temperature for 16 h. The solution was then evaporated at reduced pressure and the residue re-evaporated from toluene (×2). Trituration gave the hydrochloride salt of (±)-N-methylnipecotic acid as a white solid (3.91 g). The reactants are CCC[Mg+], C1CCOC1, [Cl-], O=C(Cl)c1ccc(Cl)cc1Cl, [Cu]I. The product is CCCC(=O)c1ccc(Cl)cc1Cl. Reaction SMILES: [CH2:13]([CH2:14][CH3:15])[Mg+:16].[CH2:17]1[O:18][CH2:19][CH2:20][CH2:21]1.[Cl-:12].[Cl:1][c:2]1[c:3]([C:4](=[O:5])[Cl:6])[cH:7][cH:8][c:9]([Cl:11])[cH:10]1.[Cu:22][I:23]>>[Cl:1][c:2]1[c:3]([C:4](=[O:5])[CH2:13][CH2:14][CH3:15])[cH:7][cH:8][c:9]([Cl:11])[cH:10]1.